The task is: describe an organic reaction: reactants, conditions, products, and yield. This data is from the Open Reaction Database (ORD), a public repository of structured organic reaction records. Yields the product C[C@]1([C@H]([C@H]([C@@H](O1)N1C(=O)N=C(N)C=C1)O)O)CO (1-(4-C-methyl-β-D-ribofuranosyl)cytosine). Procedure: Compound 11 (890 mg, 1.93 mmol) was treated with methanolic ammonia (previously saturated at −10° C.), (12 mL) at 100° C. in a stainless-steel bomb for 3 hours, then cooled to room temperature. The solvent was evaporated under reduced pressure and the residue was partitioned between methylene chloride (40 mL) and water (40 mL). The aqueous layer was washed with methylene chloride (2×40 mL), concentrated under reduced pressure. The crude material was purified by silica gel column chromatography [... As a reaction SMILES: [CH3:1][C@:2]1([CH2:17][OH:18])[O:6][C@@H:5]([N:7]2[CH:14]=[CH:13][C:11](=S)[NH:10][C:8]2=[O:9])[C@H:4]([OH:15])[C@@H:3]1[OH:16].[NH3:19]>>[CH3:1][C@:2]1([CH2:17][OH:18])[O:6][C@@H:5]([N:7]2[CH:14]=[CH:13][C:11]([NH2:19])=[N:10][C:8]2=[O:9])[C@H:4]([OH:15])[C@@H:3]1[OH:16]. The reactants are C[C@]1([C@H]([C@H]([C@@H](O1)N1C(=O)NC(=S)C=C1)O)O)CO (1-(4-C-methyl-β-D-ribofuranosyl)4-thio-uracil), N (ammonia), steel. The reactants are COCCCC1=CC=CC2=C1C(=C(O2)COC2=CC=C(C=C2)C2=CC=C(C=C2)S(=O)(=O)N[C@@H](C(C)C)C(=O)OC)C (methyl N-[(4′-{[4-(3-methoxypropyl)-3-methyl-1-benzofuran-2-yl]methoxy}-1,1′-biphenyl-4-yl)sulfonyl]-L-valinate), [OH-].[Li+] (lithium hydroxide), C(C)(=O)OCC (ethyl acetate), Cl (hydrochloric acid). Solvent: O1CCCC1 (tetrahydrofuran), CO (methanol), O (water). Product: COCCCC1=CC=CC2=C1C(=C(O2)COC2=CC=C(C=C2)C2=CC=C(C=C2)S(=O)(=O)N[C@@H](C(C)C)C(=O)O)C (N-[(4′-{[4-(3-methoxypropyl)-3-methyl-1-benzofuran-2-yl]methoxy}-1,1′-biphenyl-4-yl)sulfonyl]-L-valine). Yield: 91.3%. Reaction SMILES: [CH3:1][O:2][CH2:3][CH2:4][CH2:5][C:6]1[C:11]2[C:12]([CH3:41])=[C:13]([CH2:15][O:16][C:17]3[CH:22]=[CH:21][C:20]([C:23]4[CH:28]=[CH:27][C:26]([S:29]([NH:32][C@H:33]([C:37]([O:39]C)=[O:38])[CH:34]([CH3:36])[CH3:35])(=[O:31])=[O:30])=[CH:25][CH:24]=4)=[CH:19][CH:18]=3)[O:14][C:10]=2[CH:9]=[CH:8][CH:7]=1.[OH-].[Li+].Cl.C(OCC)(=O)C>O1CCCC1.CO.O>[CH3:1][O:2][CH2:3][CH2:4][CH2:5][C:6]1[C:11]2[C:12]([CH3:41])=[C:13]([CH2:15][O:16][C:17]3[CH:22]=[CH:21][C:20]([C:23]4[CH:28]=[CH:27][C:26]([S:29]([NH:32][C@H:33]([C:37]([OH:39])=[O:38])[CH:34]([CH3:36])[CH3:35])(=[O:31])=[O:30])=[CH:25][CH:24]=4)=[CH:19][CH:18]=3)[O:14][C:10]=2[CH:9]=[CH:8][CH:7]=1 |f:1.2|. Procedure: To a solution of methyl N-[(4′-{[4-(3-methoxypropyl)-3-methyl-1-benzofuran-2-yl]methoxy}-1,1′-biphenyl-4-yl)sulfonyl]-L-valinate (192 mg, 0.331 mmol) in tetrahydrofuran (12 mL), methanol (8 mL), water (4 mL) was added lithium hydroxide (317 mg, 13.25 mmol). After stirring for 2.5 days at room temperature hydrochloric acid (13.25 mL, 1 N solution) was added followed by ethyl acetate (80 mL). The layers were separated and the organic phase was washed with water, dried over sodium sulfate, filtered... The reactants are ClC(COC(=O)OCC=1SC=C(N1)C(C=O)=C)(Cl)Cl (2-((2,2,2-trichloroethoxycarbonyloxymethyl)thiazol-4-yl)propenal), CCOCC (ether), OO (H2O2), C(=O)(O)[O-].[Na+] (NaHCO3), CCCCC (pentane), aldehyde. Conditions: temperature -50 celsius, time 1.5 hour. Product: O[C@@H](CC=C)C(=CC=1N=C(SC1)COC(=O)OCC(Cl)(Cl)Cl)C ((4S)-4-hydroxy-5-methyl-6-(2-(2,2,2-trichloroethoxycarbonyloxymethyl)-thiazol-4-yl)-1,5-hexadiene). RXN SMILES: [Cl:1][C:2]([Cl:19])([Cl:18])[CH2:3][O:4][C:5]([O:7][CH2:8][C:9]1[S:10][CH:11]=[C:12]([C:14](=[CH2:17])C=O)[N:13]=1)=[O:6].[CH3:20][CH2:21][CH2:22]CC.OO.[C:27]([O-:30])(O)=O.[Na+].[CH3:32]COCC>>[OH:30][C@H:27]([C:17]([CH3:32])=[CH:14][C:12]1[N:13]=[C:9]([CH2:8][O:7][C:5]([O:4][CH2:3][C:2]([Cl:1])([Cl:18])[Cl:19])=[O:6])[S:10][CH:11]=1)[CH2:22][CH:21]=[CH2:20] |f:3.4|. Reported procedure: A solution of 2-methyl-3-(2-((2,2,2-trichloroethoxycarbonyloxymethyl)thiazol-4-yl)propenal (9.20 g) in 50 mL of anhydrous ether is cooled to −100° C. A pentane solution of (+)-diisopinocampheylallylborane (1.5 equiv) is added dropwise to the vigorously stirred aldehyde solution. After the addition is complete, the reaction mixture is stirred for 1.5 hours and warmed to −50° C. A solution of 30% aq H2O2 (20 mL) and 10% aq NaHCO3 (50 mL) is added, and the resulting turbid mixture is stirred at 25°...